This data is from the Open Reaction Database (ORD), a public repository of structured organic reaction records. The task is: describe an organic reaction: reactants, conditions, products, and yield Starting materials: product, C(C)(C)(C)[O-].[K+] (potassium tert-butanolate), FC1=C(C=CC=C1)[N+](=O)[O-] (2-fluoro-nitrobenzene), BrC1=CC=C(N)C=C1 (4-bromoaniline). Run in CS(=O)C (DMSO). The product is BrC1=CC=C(C=C1)NC1=C(C=CC=C1)[N+](=O)[O-] ((4-bromo-phenyl)-(2-nitro-phenyl)-amine). RXN SMILES: F[C:2]1[CH:7]=[CH:6][CH:5]=[CH:4][C:3]=1[N+:8]([O-:10])=[O:9].[Br:11][C:12]1[CH:18]=[CH:17][C:15]([NH2:16])=[CH:14][CH:13]=1.C([O-])(C)(C)C.[K+]>CS(C)=O>[Br:11][C:12]1[CH:18]=[CH:17][C:15]([NH:16][C:2]2[CH:7]=[CH:6][CH:5]=[CH:4][C:3]=2[N+:8]([O-:10])=[O:9])=[CH:14][CH:13]=1 |f:2.3|. Procedure details: The product (6.49 g) is obtained according to the method of stage 1 of Example 4, by using 3.73 mL of 2-fluoro-nitrobenzene and 7.31 g of 4-bromoaniline in the presence of 6.36 g of potassium tert-butanolate in 120 mL of DMSO.